From a dataset of the Open Reaction Database (ORD), a public repository of structured organic reaction records. describe an organic reaction: reactants, conditions, products, and yield Starting materials: O=C([O-])O, Cn1nc(S(C)=O)c(=O)c2ccccc21, ClC(Cl)Cl, O=C(OO)c1cccc(Cl)c1, [Na+]. The product is Cn1nc(S(C)(=O)=O)c(=O)c2ccccc21. RXN SMILES: [C:27](=[O:28])([OH:29])[O-:30].[CH3:12][n:13]1[n:14][c:15]([S:24](=[O:25])[CH3:26])[c:16](=[O:23])[c:17]2[cH:18][cH:19][cH:20][cH:21][c:22]12.[CH:32]([Cl:33])([Cl:34])[Cl:35].[Cl:1][c:2]1[cH:3][cH:4][cH:5][c:6]([C:7]([O:8][OH:10])=[O:9])[cH:11]1.[Na+:31]>>[O:9]=[S:24]([c:15]1[n:14][n:13]([CH3:12])[c:22]2[c:17]([c:16]1=[O:23])[cH:18][cH:19][cH:20][cH:21]2)(=[O:25])[CH3:26]. The reactants are CC=1N=CN(C1)C1=CC=C2N(CCN(C2=O)[C@H](COC2=C(C=C(C=C2)[N+](=O)[O-])S(F)(F)(F)(F)F)C)C1=O (7-(4-methyl-1H-imidazol-1-yl)-2-{(2S)-1-[4-nitro-2-(pentafluoro-λ6-sulfanyl)phenoxy]propan-2-yl}-3,4-dihydro-2H-pyrido[1,2-a]pyrazine-1,6-dione), C(C)O (ethanol), [Cl-].[NH4+] (ammonium chloride). The reagents and catalysts are [Fe] (Iron). Solvent: O (water). Run at temperature 55 celsius. Product: NC1=CC(=C(OC[C@H](C)N2C(C=3N(CC2)C(C(=CC3)N3C=NC(=C3)C)=O)=O)C=C1)S(F)(F)(F)(F)F (2-{(2S)-1-[4-amino-2-(pentafluoro-λ6-sulfanyl)phenoxy]propan-2-yl}-7-(4-methyl-1H-imidazol-1-yl)-3,4-dihydro-2H-pyrido[1,2-a]pyrazine-1,6-dione). RXN SMILES: [CH3:1][C:2]1[N:3]=[CH:4][N:5]([C:7]2[C:36](=[O:37])[N:11]3[CH2:12][CH2:13][N:14]([C@@H:17]([CH3:35])[CH2:18][O:19][C:20]4[CH:25]=[CH:24][C:23]([N+:26]([O-])=O)=[CH:22][C:21]=4[S:29]([F:34])([F:33])([F:32])([F:31])[F:30])[C:15](=[O:16])[C:10]3=[CH:9][CH:8]=2)[CH:6]=1.C(O)C.[Cl-].[NH4+]>O.[Fe]>[NH2:26][C:23]1[CH:24]=[CH:25][C:20]([O:19][CH2:18][C@@H:17]([N:14]2[CH2:13][CH2:12][N:11]3[C:36](=[O:37])[C:7]([N:5]4[CH:6]=[C:2]([CH3:1])[N:3]=[CH:4]4)=[CH:8][CH:9]=[C:10]3[C:15]2=[O:16])[CH3:35])=[C:21]([S:29]([F:30])([F:34])([F:33])([F:32])[F:31])[CH:22]=1 |f:2.3|. Procedure: A mixture of 7-(4-methyl-1H-imidazol-1-yl)-2-{(2S)-1-[4-nitro-2-(pentafluoro-λ6-sulfanyl)phenoxy]propan-2-yl}-3,4-dihydro-2H-pyrido[1,2-a]pyrazine-1,6-dione (C55) (790 mg, 1.44 mmol) and ethanol (10 mL) was heated to 55° C. Iron powder (99%, 243 mg, 4.31 mmol) and a solution of ammonium chloride (462 mg, 8.64 mmol) in water (2.5 mL) were added, and the reaction mixture was stirred at reflux for 3 hours. The reaction mixture was allowed to cool to room temperature, concentrated in vacuo, treated ... Reactants: ClC1=C(C(=NC(=N1)C(F)(F)F)C=1C=C(C=CC1)S(=O)(=O)N)C1=CC=CC=C1 (3-[6-chloro-5-phenyl-2-(trifluoromethyl)pyrimidin-4-yl]benzenesulfonamide), [N+](=O)([O-])C=1C=CC(=NC1)N1CCNCC1 (1-(5-nitropyridin-2-yl)piperazine). The solvent is N1=CC=CC=C1 (pyridine). Run at time 11 hour. The product is [N+](=O)([O-])C=1C=CC(=NC1)N1CCN(CC1)C1=C(C(=NC(=N1)C(F)(F)F)C=1C=C(C=CC1)S(=O)(=O)N)C1=CC=CC=C1 (3-[6-{4-[5-(nitro) pyridin-2-yl]piperazin-1-yl}-5-phenyl-2-(trifluoromethyl)pyrimidin-4-yl]benzenesulfonamide). RXN SMILES: Cl[C:2]1[N:7]=[C:6]([C:8]([F:11])([F:10])[F:9])[N:5]=[C:4]([C:12]2[CH:13]=[C:14]([S:18]([NH2:21])(=[O:20])=[O:19])[CH:15]=[CH:16][CH:17]=2)[C:3]=1[C:22]1[CH:27]=[CH:26][CH:25]=[CH:24][CH:23]=1.[N+:28]([C:31]1[CH:32]=[CH:33][C:34]([N:37]2[CH2:42][CH2:41][NH:40][CH2:39][CH2:38]2)=[N:35][CH:36]=1)([O-:30])=[O:29]>N1C=CC=CC=1>[N+:28]([C:31]1[CH:32]=[CH:33][C:34]([N:37]2[CH2:38][CH2:39][N:40]([C:2]3[N:7]=[C:6]([C:8]([F:11])([F:10])[F:9])[N:5]=[C:4]([C:12]4[CH:13]=[C:14]([S:18]([NH2:21])(=[O:20])=[O:19])[CH:15]=[CH:16][CH:17]=4)[C:3]=3[C:22]3[CH:27]=[CH:26][CH:25]=[CH:24][CH:23]=3)[CH2:41][CH2:42]2)=[N:35][CH:36]=1)([O-:30])=[O:29]. Reported procedure: The solution of 3-[6-chloro-5-phenyl-2-(trifluoromethyl)pyrimidin-4-yl]benzenesulfonamide (0.1 g, 0.242 mmol) in pyridine (2 ml) was treated with 1-(5-nitropyridin-2-yl)piperazine (0.075 g, 0.363 mmol) and stirred for 11 hours. Subsequently the reaction mixture was poured onto ice-cold water and extracted with ethyl acetate (25 ml). The organic layer was washed with brine and evaporated to give the crude material. Purification by column chromatography (elution with 70% ethyl acetate in hexane) y... Reactants: CC(=O)OC1(C)C(COC(=O)c2ccccc2)OC(n2cnc3c(Cl)ncnc32)C1(C)F, CCO, Cl, NCC1CC1, O. The product is CC(=O)OC1(C)C(COC(=O)c2ccccc2)OC(n2cnc3c(=O)[nH]cnc32)C1(C)F. As a reaction SMILES: [C:1]([c:2]1[cH:3][cH:4][cH:5][cH:6][cH:7]1)(=[O:8])[O:9][CH2:10][CH:11]1[O:12][CH:13]([n:23]2[c:24]3[n:25][cH:26][n:27][c:28]([Cl:32])[c:29]3[n:30][cH:31]2)[C:14]([CH3:21])([F:22])[C:15]1([CH3:16])[O:17][C:18]([CH3:19])=[O:20].[CH3:40][CH2:41][OH:42].[ClH:33].[NH2:34][CH2:35][CH:36]1[CH2:37][CH2:38]1.[OH2:39]>>[C:1]([c:2]1[cH:3][cH:4][cH:5][cH:6][cH:7]1)(=[O:8])[O:9][CH2:10][CH:11]1[O:12][CH:13]([n:23]2[c:24]3[n:25][cH:26][nH:27][c:28](=[O:39])[c:29]3[n:30][cH:31]2)[C:14]([CH3:21])([F:22])[C:15]1([CH3:16])[O:17][C:18]([CH3:19])=[O:20]. The reactants are CC=1N(C(=CC1)C)C=1C(=NC(=C(C1)C(F)(F)F)OC)C(=O)O (3-(2,5-Dimethyl-pyrrol-1-yl)-6-methoxy-5-trifluoromethyl-pyridine-2-carboxylic acid), CC=1N(C(=CC1)C)C=1C(=NC(=C(C1)C(F)(F)F)OC)C(=O)O (3-(2,5-Dimethyl-pyrrol-1-yl)-6-methoxy-5-trifluoromethyl-pyridine-2-carboxylic acid), OS(=O)(=O)O (H2SO4), CO (methanol). Yields the product CC=1N(C(=CC1)C)C=1C(=NC(=C(C1)C(F)(F)F)OC)C(=O)OC (Methyl 3-(2,5-dimethyl-1H-pyrrol-1-yl)-6-methoxy-5-(trifluoromethyl)picolinate). Reaction SMILES: [CH3:1][C:2]1[N:3]([C:8]2[C:9]([C:20]([OH:22])=[O:21])=[N:10][C:11]([O:18][CH3:19])=[C:12]([C:14]([F:17])([F:16])[F:15])[CH:13]=2)[C:4]([CH3:7])=[CH:5][CH:6]=1.OS(O)(=O)=O.[CH3:28]O>>[CH3:7][C:4]1[N:3]([C:8]2[C:9]([C:20]([O:22][CH3:28])=[O:21])=[N:10][C:11]([O:18][CH3:19])=[C:12]([C:14]([F:15])([F:16])[F:17])[CH:13]=2)[C:2]([CH3:1])=[CH:6][CH:5]=1. Procedure details: 3-(2,5-Dimethyl-pyrrol-1-yl)-6-methoxy-5-trifluoromethyl-pyridine-2-carboxylic acid (Intermediate D2)(500 mg, 1.591 mmol) in methanol (15.91 ml) was treated with H2SO4 (0.0424 ml, 0.795 mmol) and the solution was heated at reflux for overnight. The solvent removed was removed in vacuo and the resulting brown oil was neutralised to pH 7 using saturated sodium bicarbonate. The mixture was extracted with EtOAc (20 ml) and the combined organic extracts were washed with water (20 ml), brine (20 ml), ... Reactants: C(=O)(C(F)(F)F)O (TFA), C(#N)CC1(CN(C1)C1=CC=C(C(=O)O)C=C1)N1N=CC(=C1)C=1C2=C(N=CN1)N(C=C2)COCC[Si](C)(C)C (4-{3-(cyanomethyl)-3-[4-(7-{[2-(trimethylsilyl)ethoxy]methyl}-7H-pyrrolo[2,3-d]pyrimidin-4-yl)-1H-pyrazol-1-yl]azetidin-1-yl}benzoic acid), Cl.CC(C(F)(F)F)N (1-methyl-2,2,2-trifluoroethylamine hydrochloride). Yields the product C(#N)CC1(CN(C1)C1=CC=C(C(=O)NC(C(F)(F)F)C)C=C1)N1N=CC(=C1)C=1C2=C(N=CN1)NC=C2 (4-{3-(Cyanomethyl)-3-[4-(7H-pyrrolo[2,3-d]pyrimidin-4-yl)-1H-pyrazol-1-yl]azetidin-1-yl}-N-(2,2,2-trifluoro-1-methylethyl)benzamide). RXN SMILES: C(O)(C(F)(F)F)=O.[C:8]([CH2:10][C:11]1([N:24]2[CH:28]=[C:27]([C:29]3[C:30]4[CH:37]=[CH:36][N:35](COCC[Si](C)(C)C)[C:31]=4[N:32]=[CH:33][N:34]=3)[CH:26]=[N:25]2)[CH2:14][N:13]([C:15]2[CH:23]=[CH:22][C:18]([C:19]([OH:21])=O)=[CH:17][CH:16]=2)[CH2:12]1)#[N:9].Cl.[CH3:47][CH:48]([NH2:53])[C:49]([F:52])([F:51])[F:50]>>[C:8]([CH2:10][C:11]1([N:24]2[CH:28]=[C:27]([C:29]3[C:30]4[CH:37]=[CH:36][NH:35][C:31]=4[N:32]=[CH:33][N:34]=3)[CH:26]=[N:25]2)[CH2:14][N:13]([C:15]2[CH:23]=[CH:22][C:18]([C:19]([NH:53][CH:48]([CH3:47])[C:49]([F:52])([F:51])[F:50])=[O:21])=[CH:17][CH:16]=2)[CH2:12]1)#[N:9] |f:2.3|. Procedure details: This compound was prepared as TFA salt by using procedures analogous to those described for the synthesis of Example 19, Step 3 started from 4-{3-(cyanomethyl)-3-[4-(7-{[2-(trimethylsilyl)ethoxy]methyl}-7H-pyrrolo[2,3-d]pyrimidin-4-yl)-1H-pyrazol-1-yl]azetidin-1-yl}benzoic acid and 1-methyl-2,2,2-trifluoroethylamine hydrochloride (SynQuest Labs: Cat. #93130-7-08). LCMS (M+H)+: m/z=495.2.